From a dataset of the Open Reaction Database (ORD), a public repository of structured organic reaction records. describe an organic reaction: reactants, conditions, products, and yield Reactants: BrCC(C(C(=O)OCC)=NOCCC)=O (ethyl 4-bromo-2-propoxyimino-acetoacetate), NC(=S)N (thiourea), O (water). The solvent is C(C)O (ethanol). Run at time 1 hour. Product: NC=1SC=C(N1)C(C(=O)OCC)=NOCCC (ethyl 2-(2-aminothiazol-4-yl)-2-propoxyimino-acetate). Yield: 58.3%. RXN SMILES: Br[CH2:2][C:3](=O)[C:4](=[N:10][O:11][CH2:12][CH2:13][CH3:14])[C:5]([O:7][CH2:8][CH3:9])=[O:6].[NH2:16][C:17]([NH2:19])=[S:18].O>C(O)C>[NH2:19][C:17]1[S:18][CH:2]=[C:3]([C:4](=[N:10][O:11][CH2:12][CH2:13][CH3:14])[C:5]([O:7][CH2:8][CH3:9])=[O:6])[N:16]=1. Reported procedure: 85 g of ethyl 4-bromo-2-propoxyimino-acetoacetate are added dropwise to 23 g (0.3 mole) of thiourea in 155 ccs of water and 75 ccs of ethanol at 25°, while stirring. After one hour, the hydrobromide which has precipitated in the meantime is decomposed by adding concentrated ammonia up to pH 6. After filtering off the product, washing with water and diisopropyl ether and drying, 45 g of ethyl 2-(2-aminothiazol-4-yl)-2-propoxyimino-acetate are obtained.